From a dataset of the Open Reaction Database (ORD), a public repository of structured organic reaction records. describe an organic reaction: reactants, conditions, products, and yield Starting materials: C(CCC)NC1=CC=CC=C1 (N-butylaniline), C([O-])([O-])=O.[K+].[K+] (potassium carbonate), BrC(C)CCCCC (2-bromoheptane), CN(C)C=O (DMF). Solvent: O (water). Reaction conditions: temperature 130 celsius, time 86 hour. Yields the product C(CCC)N(C1=CC=CC=C1)C(CCCCC)C (N-butyl-N-(1-methylhexyl)aniline). The yield is 60.0%. RXN SMILES: [CH2:1]([NH:5][C:6]1[CH:11]=[CH:10][CH:9]=[CH:8][CH:7]=1)[CH2:2][CH2:3][CH3:4].C(=O)([O-])[O-].[K+].[K+].Br[CH:19]([CH2:21][CH2:22][CH2:23][CH2:24][CH3:25])[CH3:20].CN(C=O)C>O>[CH2:1]([N:5]([CH:19]([CH3:20])[CH2:21][CH2:22][CH2:23][CH2:24][CH3:25])[C:6]1[CH:11]=[CH:10][CH:9]=[CH:8][CH:7]=1)[CH2:2][CH2:3][CH3:4] |f:1.2.3|. Reported procedure: A mixture of N-butylaniline (7.45 parts) anhydrous potassium carbonate (7.5 parts), 2-bromoheptane (13.5 parts) and DMF (25 parts) was stirred at 130° C. for 86 hours. The reaction mixture was poured into water, saturated with salt and extracted with ethyl acetate. The organic phase was washed with water, dried (MgSO4) and evaporated to leave N-butyl-N-(1-methylhexyl)aniline (11.8 parts, approximately 60% strength). This material had acetic anhydride (10 parts) added to it prior to further use.